This data is from the Open Reaction Database (ORD), a public repository of structured organic reaction records. The task is: describe an organic reaction: reactants, conditions, products, and yield The reactants are CNCC(O)C1=NC2=CC=CC=C2C=C1 (rac-2-(methylamino)-1-quinolin-2-ylethanol), ClC1=CC=C(CNC(=O)C=2C(C3=C(N(C2)C)OC(=C3)CCl)=O)C=C1 (N-(4-chlorobenzyl)-2-(chloromethyl)-7-methyl-4-oxo-4,7-dihydrofuro[2,3-b]pyridine-5-carboxamide), O (water). Run in CN(C)C=O (DMF). Reaction conditions: temperature 90 celsius. Product: ClC1=CC=C(CNC(=O)C=2C(C3=C(N(C2)C)OC(=C3)CN(C)CC(C3=NC2=CC=CC=C2C=C3)O)=O)C=C1 (N-(4-Chlorobenzyl)-2-(((2-hydroxy-2-quinolin-2-ylethyl)(methyl)amino)methyl)-7-methyl-4-oxo-4,7-dihydrofuro[2,3-b]pyridine-5-carboxamide). Yield: 48.6%. As a reaction SMILES: [CH3:1][NH:2][CH2:3][CH:4]([C:6]1[CH:15]=[CH:14][C:13]2[C:8](=[CH:9][CH:10]=[CH:11][CH:12]=2)[N:7]=1)[OH:5].[Cl:16][C:17]1[CH:39]=[CH:38][C:20]([CH2:21][NH:22][C:23]([C:25]2[C:26](=[O:37])[C:27]3[CH:34]=[C:33]([CH2:35]Cl)[O:32][C:28]=3[N:29]([CH3:31])[CH:30]=2)=[O:24])=[CH:19][CH:18]=1.O>CN(C=O)C>[Cl:16][C:17]1[CH:39]=[CH:38][C:20]([CH2:21][NH:22][C:23]([C:25]2[C:26](=[O:37])[C:27]3[CH:34]=[C:33]([CH2:35][N:2]([CH2:3][CH:4]([OH:5])[C:6]4[CH:15]=[CH:14][C:13]5[C:8](=[CH:9][CH:10]=[CH:11][CH:12]=5)[N:7]=4)[CH3:1])[O:32][C:28]=3[N:29]([CH3:31])[CH:30]=2)=[O:24])=[CH:19][CH:18]=1. Procedure details: N,N-biisopropylethylamine (0.11 mL) and rac-2-(methylamino)-1-quinolin-2-ylethanol (Preparation 47, 0.125 g) were added to a suspension of N-(4-chlorobenzyl)-2-(chloromethyl)-7-methyl-4-oxo-4,7-dihydrofuro[2,3-b]pyridine-5-carboxamide (Example 2, 0.150 g) in DMF (10 mL). The reaction mixture was heated to 90° C. for 1 h. The reaction mixture was allowed to cool to room temperature, poured into water (25 mL), and was extracted with CH2Cl2 (4×25 mL). The combined organic layers were dried (MgSO4),...